This data is from the Open Reaction Database (ORD), a public repository of structured organic reaction records. The task is: describe an organic reaction: reactants, conditions, products, and yield Starting materials: C(C)(=O)OC=1C=NC(=C(C1)C)F (3-acetoxy-6-fluoro-5-methylpyridine). Run in [OH-].[Na+] (NaOH). Yields the product FC1=NC=C(C=C1C)O (2-Fluoro-5-hydroxy-3-methylpyridine). The yield is 86.8%. Reaction SMILES: C([O:4][C:5]1[CH:6]=[N:7][C:8]([F:12])=[C:9]([CH3:11])[CH:10]=1)(=O)C>[OH-].[Na+]>[F:12][C:8]1[C:9]([CH3:11])=[CH:10][C:5]([OH:4])=[CH:6][N:7]=1 |f:1.2|. Procedure: The product of step 32d (3.6 g, 21.3 mmol) was dissolved in 20% aqueous NaOH (25 mL). After complete consumption of the starting material the solution was neutralized by addition of HCl. The aqueous mixture was extracted with ethyl acetate. The organic extracts were dried (MgSO4), and the solvent was evaporated. The crude product was triturated with hexane to yield 2.35 g (87%) of the title compound: MS (CI/NH3) m/z: 128 (M+H)+, 145 (M+NH4)+ ; 1H NMR (CDCl3, 300 MHz) δ: 7.61(t, J=2.2 Hz, 1H), 7.... Starting materials: CCOC(C)=O, C#CC1CC1, CCOC(=O)c1cnc(N)c(Br)c1. The product is CCOC(=O)c1cnc(N)c(C#CC2CC2)c1. Reaction SMILES: [CH3:19][CH2:20][O:21][C:22]([CH3:23])=[O:24].[CH:1]1([C:4]#[CH:5])[CH2:2][CH2:3]1.[NH2:6][c:7]1[n:8][cH:9][c:10]([C:11](=[O:12])[O:13][CH2:14][CH3:15])[cH:16][c:17]1[Br:18]>>[CH:1]1([C:4]#[C:5][c:17]2[c:7]([NH2:6])[n:8][cH:9][c:10]([C:11](=[O:12])[O:13][CH2:14][CH3:15])[cH:16]2)[CH2:2][CH2:3]1. Reactants: C(C1=CC=CC=C1)NC(=O)C=1SC(=CC1C)C(=N)NN (N-benzyl-5-(hydrazinyl(imino)methyl)-3-methylthiophene-2-carboxamide), C(=O)O (formic acid). The product is C(C1=CC=CC=C1)NC(=O)C=1SC(=CC1C)C1=NNC=N1 (N-benzyl-3-methyl-5-(1H-1,2,4-triazol-3-yl)thiophene-2-carboxamide). Isolated yield 84.0%. Reaction SMILES: [CH2:1]([NH:8][C:9]([C:11]1[S:12][C:13]([C:17]([NH:19][NH2:20])=[NH:18])=[CH:14][C:15]=1[CH3:16])=[O:10])[C:2]1[CH:7]=[CH:6][CH:5]=[CH:4][CH:3]=1.[CH:21](O)=O>>[CH2:1]([NH:8][C:9]([C:11]1[S:12][C:13]([C:17]2[N:18]=[CH:21][NH:20][N:19]=2)=[CH:14][C:15]=1[CH3:16])=[O:10])[C:2]1[CH:7]=[CH:6][CH:5]=[CH:4][CH:3]=1. Procedure details: N-benzyl-5-(hydrazinyl(imino)methyl)-3-methylthiophene-2-carboxamide (0.65 g, 2.24 mmol) in formic acid (20 mL) was stirred at reflux for 2 h. The reaction mixture was allowed to cool to ambient temperature, and then was concentrated in vacuo. The residue was dissolved in saturated aqueous sodium bicarbonate solution (50 mL) and extracted with 5% methanol in dichloromethane (3×75 mL). The combined organic layer was dried over sodium sulfate, filtered and concentrated in vacuo. The residue was tr... Reaction SMILES: [CH3:1][CH:2]([C:3]([OH:4])([c:5]1[n:6][cH:7][n:8]([C:10]([c:11]2[cH:12][cH:13][cH:14][cH:15][cH:16]2)([c:17]2[cH:18][cH:19][cH:20][cH:21][cH:22]2)[c:23]2[cH:24][cH:25][cH:26][cH:27][cH:28]2)[cH:9]1)[c:29]1[cH:30][c:31](-[c:35]2[n:36][cH:37][cH:38][cH:39][cH:40]2)[cH:32][cH:33][cH:34]1)[CH3:41].[ClH:42].[n:43]1[cH:44][cH:45][cH:46][cH:47][cH:48]1>>[CH3:1][CH:2]([C:3]([OH:4])([c:5]1[n:6][cH:7][nH:8][cH:9]1)[c:29]1[cH:30][c:31](-[c:35]2[n:36][cH:37][cH:38][cH:39][cH:40]2)[cH:32][cH:33][cH:34]1)[CH3:41]. Reactants: CC(C)C(O)(c1cccc(-c2ccccn2)c1)c1cn(C(c2ccccc2)(c2ccccc2)c2ccccc2)cn1, Cl, c1ccncc1. Yields the product CC(C)C(O)(c1cccc(-c2ccccn2)c1)c1c[nH]cn1. The reactants are C(C1=CC=CC=C1)OC=1C(NC(=CC1C(=O)OCC)C)=O (3-Benzyloxy-4-ethoxycarbonyl-6-methyl-2-pyridinone), BrCC(=O)OC(C)(C)C (tert-butyl bromoacetate), C([O-])([O-])=O.[Cs+].[Cs+] (cesium carbonate). Run in CN(C)C=O (DMF). Conditions: temperature 4 celsius, time 96 hour. The product is C(C1=CC=CC=C1)OC=1C(N(C(=CC1C(=O)OCC)C)CC(=O)OC(C)(C)C)=O (3-Benzyloxy-4-ethoxycarbonyl-6-methyl-1-tert-butyloxycarbonylmethyl-2-pyridinone). As a reaction SMILES: [CH2:1]([O:8][C:9]1[C:10](=[O:21])[NH:11][C:12]([CH3:20])=[CH:13][C:14]=1[C:15]([O:17][CH2:18][CH3:19])=[O:16])[C:2]1[CH:7]=[CH:6][CH:5]=[CH:4][CH:3]=1.Br[CH2:23][C:24]([O:26][C:27]([CH3:30])([CH3:29])[CH3:28])=[O:25].C(=O)([O-])[O-].[Cs+].[Cs+]>CN(C=O)C>[CH2:1]([O:8][C:9]1[C:10](=[O:21])[N:11]([CH2:23][C:24]([O:26][C:27]([CH3:30])([CH3:29])[CH3:28])=[O:25])[C:12]([CH3:20])=[CH:13][C:14]=1[C:15]([O:17][CH2:18][CH3:19])=[O:16])[C:2]1[CH:3]=[CH:4][CH:5]=[CH:6][CH:7]=1 |f:2.3.4|. Reported procedure: To a stirred solution of 3-benzyloxy-4-ethoxycarbonyl-6-methyl-2-pyridinone from step 1 above (17 g, 59 mmol) and tert-butyl bromoacetate (8.1 g, 59 mmol) in DMF (350 mL) at 0° C. was added cesium carbonate (19.3 g, 59 mmol). The mixture was stirred at 4° C. for 96 h. The salts were removed by filtration and the filtrate solvent was removed in vacuo. The residue was purified by flash column chromatography using 1:4 EtOAc:hexanes as eluant to give the title compound as an oil (9.5 g; HPLC RT=23.5... Reactants: C(C)(=O)[C@@H]1C2=CC[C@H]3[C@@H]4C[C@H]([C@@H]([C@@]4(C)CC[C@@H]3[C@]2(CC[C@@H]1O)C)O)O (4β-acetylandrost-5-ene-3β,16α,17β-triol), CO (methanol). The solvent is [OH-].[Na+] (sodium hydroxide). The product is C[C@@]12[C@H]([C@@H](C[C@H]1[C@@H]1CC=C3[C@H]([C@H](CC[C@]3(C)[C@H]1CC2)O)O)O)O (androst-5-ene-3β,4β,16α,17β-tetrol). RXN SMILES: C([C@H:4]1[C@@H:21]([OH:22])[CH2:20][CH2:19][C@@:18]2([CH3:23])[C:5]1=[CH:6][CH2:7][C@@H:8]1[C@@H:17]2[CH2:16][CH2:15][C@@:13]2([CH3:14])[C@H:9]1[CH2:10][C@@H:11]([OH:25])[C@@H:12]2[OH:24])(=O)C.C[OH:27]>[OH-].[Na+]>[CH3:14][C@:13]12[CH2:15][CH2:16][C@H:17]3[C@@H:8]([CH2:7][CH:6]=[C:5]4[C@:18]3([CH3:23])[CH2:19][CH2:20][C@H:21]([OH:22])[C@@H:4]4[OH:27])[C@@H:9]1[CH2:10][C@@H:11]([OH:25])[C@@H:12]2[OH:24] |f:2.3|. Reported procedure: The compound 7 (50 mg, 0.137 mmol) was dissolved in 1 N sodium hydroxide aqueous (1 mL) and methanol (5 mL) and the resulting solution was refluxed for 1 hr. Methanol was removed under vacuum and the residue was extract with ethyl acetate (3×30 mL). The combined extracts were dried over magnesium sulfate, filtered, and concentrated under vacuum to afford a solid. The crude product was purified by recrystallization from methanol to afford title compound 8 ((23 mg) as a white solid. Selected 1H NM...